Dataset: the Open Reaction Database (ORD), a public repository of structured organic reaction records. Task: describe an organic reaction: reactants, conditions, products, and yield The reactants are FC1=C(C(=CC(=C1)OC)F)C(C(=O)O)OCC ((RS)-(2,6-Difluoro-4-methoxy-phenyl)-ethoxy-acetic acid), NCC1=C(C=C(C#N)C=C1)OC1=CC=CC=C1 (4-aminomethyl-3-phenoxy-benzonitrile). The product is C(#N)C1=CC(=C(CNC(C(OCC)C2=C(C=C(C=C2F)OC)F)=O)C=C1)OC1=CC=CC=C1 ((RS)-N-(4-cyano-2-phenoxy-benzyl)-2-(2,6-difluoro-4-methoxy-phenyl)-2-ethoxy-acetamide). As a reaction SMILES: [F:1][C:2]1[CH:7]=[C:6]([O:8][CH3:9])[CH:5]=[C:4]([F:10])[C:3]=1[CH:11]([O:15][CH2:16][CH3:17])[C:12]([OH:14])=O.[NH2:18][CH2:19][C:20]1[CH:27]=[CH:26][C:23]([C:24]#[N:25])=[CH:22][C:21]=1[O:28][C:29]1[CH:34]=[CH:33][CH:32]=[CH:31][CH:30]=1>>[C:24]([C:23]1[CH:26]=[CH:27][C:20]([CH2:19][NH:18][C:12](=[O:14])[CH:11]([C:3]2[C:4]([F:10])=[CH:5][C:6]([O:8][CH3:9])=[CH:7][C:2]=2[F:1])[O:15][CH2:16][CH3:17])=[C:21]([O:28][C:29]2[CH:34]=[CH:33][CH:32]=[CH:31][CH:30]=2)[CH:22]=1)#[N:25]. Procedure details: (RS)-(2,6-Difluoro-4-methoxy-phenyl)-ethoxy-acetic acid (example 101.3) was coupled with 4-aminomethyl-3-phenoxy-benzonitrile (example 106.3) according to general procedure C to give (RS)-N-(4-cyano-2-phenoxy-benzyl)-2-(2,6-difluoro-4-methoxy-phenyl)-2-ethoxy-acetamide. Colorless foam. MS 453.1 ([M+H]+) Reactants: O (water), N1C=NC=C1 (imidazole), [Si](C)(C)(C(C)(C)C)Cl (t-butyldimethylsilyl chloride), OCC1=CC(=NO1)C(=O)OCC (ethyl 5-(hydroxymethyl)-isoxazole-3-carboxylate). The solvent is CN(C=O)C (N,N-dimethylformamide). Conditions: time 10 hour. Yields the product [Si](C)(C)(C(C)(C)C)OCC1=CC(=NO1)C(=O)OCC (ethyl 5-(t-butyldimethylsilanyloxymethyl)-isoxazole-3-carboxylate). The yield is 100.4%. RXN SMILES: [OH:1][CH2:2][C:3]1[O:7][N:6]=[C:5]([C:8]([O:10][CH2:11][CH3:12])=[O:9])[CH:4]=1.N1C=CN=C1.[Si:18](Cl)([C:21]([CH3:24])([CH3:23])[CH3:22])([CH3:20])[CH3:19].O>CN(C)C=O>[Si:18]([O:1][CH2:2][C:3]1[O:7][N:6]=[C:5]([C:8]([O:10][CH2:11][CH3:12])=[O:9])[CH:4]=1)([C:21]([CH3:24])([CH3:23])[CH3:22])([CH3:20])[CH3:19]. Procedure details: 14.22 g of ethyl 5-(hydroxymethyl)-isoxazole-3-carboxylate was dissolved in 80 ml of N,N-dimethylformamide, and 6.13 g of imidazole and 13.57 g of t-butyldimethylsilyl chloride were then added. The mixture was stirred at room temperature for 10 hours. After water was added, the reaction mixture was extracted with methyl-t-butyl ether. The organic layer was washed with water, dried over anhydrous magnesium sulfate, filtered and then concentrated under reduced pressure to obtain 23.82 g of ethyl 5... Reactants: C1(=CC=CC=C1)O (phenol), C1(=CC=CC=C1)O (phenol), Cl.C(=O)(OCC)C1CNCCC1=O (3-carbethoxy-4-piperidone HCl), ice, [NH4+].[OH-] (NH4OH), OS(=O)(=O)O (H2SO4), C1(=CC=CC=C1)O (phenol). Run in C(Cl)(Cl)Cl (CHCl3). Yields the product C1C2=C(CNC1)C(OC1=C2C=CC=C1)=O (1,2,3,4-Tetrahydro-5H-[1]benzopyrano[3,4-c]pyridin-5-one). As a reaction SMILES: [C:1]1([OH:7])[CH:6]=[CH:5][CH:4]=[CH:3][CH:2]=1.Cl.[C:9]([CH:14]1[C:19](=O)[CH2:18][CH2:17][NH:16][CH2:15]1)(OCC)=[O:10].OS(O)(=O)=O.[NH4+].[OH-]>C(Cl)(Cl)Cl>[CH2:18]1[CH2:17][NH:16][CH2:15][C:14]2[C:9](=[O:10])[O:7][C:1]3[CH:6]=[CH:5][CH:4]=[CH:3][C:2]=3[C:19]1=2 |f:1.2,4.5|. Reported procedure: A mixture of 18.8 g (0.2 m) of phenol and 20.7 g (0.1 m) of 3-carbethoxy-4-piperidone HCl was cooled in an ice bath and treated with 75 cc of 73% v/v H2SO4 in 1/2 hr. with stirring and protection from moisture. After stirring 4 days at room temperature the reaction was chilled and treated with an additional 10 g (0.106 m) of phenol. After 5 days a second 10 g portion of phenol was added. After stirring 6 days the reaction was treated with 100 g of ice and conc. NH4OH to pH 8-9. The resultant gum... Procedure: To a solution of 4-[3-amino-1-(4-chlorophenyl)propyl]-2-(morpholin-4-yl)-1,3-thiazole-5-carboxylic acid hydrochloride (0.264 g, 0.631 mmol) in DCM (12.7 mL) was added 1-hydroxybenzotriazole (0.103 g, 0.763 mmol), N-(3-dimethylaminopropyl)-N′-ethylcarbodiimide hydrochloride (0.239 g, 1.24 mmol) and N,N-diisopropylethylamine (0.320 mL, 1.84 mmol) and the mixture was stirred at room temperature for 16 hours. The reaction mixture was diluted with DCM, then the layers were separated and the organic l... Run at time 16 hour. Starting materials: Cl.NCCC(C1=CC=C(C=C1)Cl)C=1N=C(SC1C(=O)O)N1CCOCC1 (4-[3-amino-1-(4-chlorophenyl)propyl]-2-(morpholin-4-yl)-1,3-thiazole-5-carboxylic acid hydrochloride), ON1N=NC2=C1C=CC=C2 (1-hydroxybenzotriazole), Cl.CN(CCCN=C=NCC)C (N-(3-dimethylaminopropyl)-N′-ethylcarbodiimide hydrochloride), C(C)(C)N(C(C)C)CC (N,N-diisopropylethylamine). As a reaction SMILES: Cl.[NH2:2][CH2:3][CH2:4][CH:5]([C:13]1[N:14]=[C:15]([N:21]2[CH2:26][CH2:25][O:24][CH2:23][CH2:22]2)[S:16][C:17]=1[C:18]([OH:20])=O)[C:6]1[CH:11]=[CH:10][C:9]([Cl:12])=[CH:8][CH:7]=1.ON1C2C=CC=CC=2N=N1.Cl.CN(C)CCCN=C=NCC.C(N(CC)C(C)C)(C)C>C(Cl)Cl>[Cl:12][C:9]1[CH:8]=[CH:7][C:6]([CH:5]2[CH2:4][CH2:3][NH:2][C:18](=[O:20])[C:17]3[S:16][C:15]([N:21]4[CH2:26][CH2:25][O:24][CH2:23][CH2:22]4)=[N:14][C:13]2=3)=[CH:11][CH:10]=1 |f:0.1,3.4|. Solvent: C(Cl)Cl (DCM), C(Cl)Cl (DCM). The product is ClC1=CC=C(C=C1)C1C2=C(C(NCC1)=O)SC(=N2)N2CCOCC2 (8-(4-chlorophenyl)-2-(morpholin-4-yl)-5,6,7,8-tetrahydro-4H-[1,3]thiazolo[5,4-c]azepin-4-one). Reactants: C([O-])([O-])=O.[K+].[K+] (potassium carbonate), C(C)(C)(C)OC(=O)NCC1CCN(CC1)CCCCCN (5-(4-tert-Butoxycarbonylaminomethylpiperidin-1-yl)pentylamine), C(Cl)Cl (methylene chloride), C(C1=CC=CC=C1)(=O)Cl (benzoyl chloride), C(Cl)Cl (methylene chloride). Conditions: time 1 hour. The product is NC1=CC(=C(C(=O)NCC2CCN(CC2)CCCCCNC(C2=CC=CC=C2)=O)C=C1Cl)OC (4-amino-N-(1-(5-benzoylaminopentyl)piperidin-4-ylmethyl)-5-chloro-2-methoxybenzamide). Reaction SMILES: C(O[C:6]([NH:8][CH2:9][CH:10]1[CH2:15][CH2:14][N:13]([CH2:16][CH2:17][CH2:18][CH2:19][CH2:20][NH2:21])[CH2:12][CH2:11]1)=[O:7])(C)(C)C.[C:22](=[O:25])([O-])[O-].[K+].[K+].[C:28](Cl)(=[O:35])[C:29]1[CH:34]=[CH:33][CH:32]=[CH:31][CH:30]=1.[CH2:37]([Cl:39])Cl>>[NH2:13][C:12]1[C:37]([Cl:39])=[CH:14][C:15]([C:6]([NH:8][CH2:9][CH:10]2[CH2:11][CH2:12][N:13]([CH2:16][CH2:17][CH2:18][CH2:19][CH2:20][NH:21][C:28](=[O:35])[C:29]3[CH:34]=[CH:33][CH:32]=[CH:31][CH:30]=3)[CH2:14][CH2:15]2)=[O:7])=[C:10]([O:25][CH3:22])[CH:11]=1 |f:1.2.3|. Reported procedure: 5-(4-tert-Butoxycarbonylaminomethylpiperidin-1-yl)pentylamine (1.2 g) was dissolved in methylene chloride (20 ml) and potassium carbonate (1.66 g) was added. Then, a solution of benzoyl chloride (0.47 ml) in methylene chloride was dropwise added under ice-cooling. The mixture was stirred at room temperature for 1 hr, and the reaction mixture was concentrated under reduced pressure. The residue was dissolved in 4N hydrochloric acid-dioxane solution (30 ml) and the mixture was stood at room temper... The reactants are COC(CC=1C=C(C(=CC1)OC)C1=C(C=C(C=C1)C(F)(F)F)C=O)=O ((2′-formyl-6-methoxy-4′-trifluoromethyl-biphenyl-3-yl)-acetic acid methyl ester), CN(CCN)C (N,N-dimethylethylenediamine). Yields the product COC(CC=1C=C(C(=CC1)OC)C1=C(C=C(C=C1)C(F)(F)F)CNCCN(C)C)=O ({2′-[(2-Dimethylamino-ethylamino)-methyl]-6-methoxy-4′-trifluoromethyl-biphenyl-3-yl}-acetic acid methyl ester). RXN SMILES: [CH3:1][O:2][C:3](=[O:25])[CH2:4][C:5]1[CH:6]=[C:7]([C:13]2[CH:18]=[CH:17][C:16]([C:19]([F:22])([F:21])[F:20])=[CH:15][C:14]=2[CH:23]=O)[C:8]([O:11][CH3:12])=[CH:9][CH:10]=1.[CH3:26][N:27]([CH3:31])[CH2:28][CH2:29][NH2:30]>>[CH3:1][O:2][C:3](=[O:25])[CH2:4][C:5]1[CH:6]=[C:7]([C:13]2[CH:18]=[CH:17][C:16]([C:19]([F:22])([F:20])[F:21])=[CH:15][C:14]=2[CH2:23][NH:30][CH2:29][CH2:28][N:27]([CH3:31])[CH3:26])[C:8]([O:11][CH3:12])=[CH:9][CH:10]=1. Procedure details: Prepared according to the procedure described in Example 1, Step 5, using the following starting materials: (2′-formyl-6-methoxy-4′-trifluoromethyl-biphenyl-3-yl)-acetic acid methyl ester and N,N-dimethylethylenediamine. Starting materials: CCCCC, CC(=CCCl)COC1CCCCO1, [N-]=[N+]=[N-], [Na+], O. The product is CC(=CCN=[N+]=[N-])COC1CCCCO1. As a reaction SMILES: [CH3:19][CH2:20][CH2:21][CH2:22][CH3:23].[Cl:5][CH2:6][CH:7]=[C:8]([CH2:9][O:10][CH:11]1[O:12][CH2:13][CH2:14][CH2:15][CH2:16]1)[CH3:17].[N-:2]=[N+:3]=[N-:4].[Na+:1].[OH2:18]>>[N:2](=[N+:3]=[N-:4])[CH2:6][CH:7]=[C:8]([CH2:9][O:10][CH:11]1[O:12][CH2:13][CH2:14][CH2:15][CH2:16]1)[CH3:17]. As a reaction SMILES: [CH:1]([CH:2]([CH3:3])[CH3:4])=[O:5].[NH2:6][CH2:7][c:8]1[cH:9][cH:10][cH:11][cH:12][cH:13]1.[OH2:18].[P:14]([OH:15])([OH:16])[OH:17]>>[CH2:1]([CH:2]([CH3:3])[CH3:4])[NH:6][CH2:7][c:8]1[cH:9][cH:10][cH:11][cH:12][cH:13]1. The reactants are CC(C)C=O, NCc1ccccc1, O, OP(O)O. Yields the product CC(C)CNCc1ccccc1. Reported procedure: A solution of 1,2,3,4-tetrahydro-8-methoxy-N,N-dipropyl-3-quinolinamine (0.98 g) in hydrobromic acid (20 mL of 48%) was heated at 155° C. for 6 hours. The solution was cooled, evaporated, and partitioned between ethyl acetate and saturated sodium bicarbonate solution. The aqueous phase was re-extracted with ethyl acetate and the combined organic phases were evaporated to give 0.88 g of 1,2,3,4-tetrahydro-8-hydroxy-N,N-dipropyl-3-quinolinamine as an oil. The yield is 94.9%. Reaction SMILES: C[O:2][C:3]1[CH:4]=[CH:5][CH:6]=[C:7]2[C:12]=1[NH:11][CH2:10][CH:9]([N:13]([CH2:17][CH2:18][CH3:19])[CH2:14][CH2:15][CH3:16])[CH2:8]2>Br>[OH:2][C:3]1[CH:4]=[CH:5][CH:6]=[C:7]2[C:12]=1[NH:11][CH2:10][CH:9]([N:13]([CH2:17][CH2:18][CH3:19])[CH2:14][CH2:15][CH3:16])[CH2:8]2. Solvent: Br (hydrobromic acid). Yields the product OC=1C=CC=C2CC(CNC12)N(CCC)CCC (1,2,3,4-tetrahydro-8-hydroxy-N,N-dipropyl-3-quinolinamine). The reactants are COC=1C=CC=C2CC(CNC12)N(CCC)CCC (1,2,3,4-tetrahydro-8-methoxy-N,N-dipropyl-3-quinolinamine).